Dataset: the Open Reaction Database (ORD), a public repository of structured organic reaction records. Task: describe an organic reaction: reactants, conditions, products, and yield Reactants: N1C=NC(=C1)C=1C(=NOC1C(F)(F)F)C1=CC=CC=C1 (4-(1H-imidazol-4-yl)-3-phenyl-5-trifluoromethyl-isoxazole), FC1=CC=C(C=C1)[N+](=O)[O-] (4-fluoronitrobenzene). Yields the product [N+](=O)([O-])C1=CC=C(C=C1)N1C=NC(=C1)C=1C(=NOC1C(F)(F)F)C1=CC=CC=C1 (4-[1-(4-Nitro-phenyl)-1H-imidazol-4-yl]-3-phenyl-5-trifluoromethyl-isoxazole). The yield is 12.0%. As a reaction SMILES: [NH:1]1[CH:5]=[C:4]([C:6]2[C:7]([C:15]3[CH:20]=[CH:19][CH:18]=[CH:17][CH:16]=3)=[N:8][O:9][C:10]=2[C:11]([F:14])([F:13])[F:12])[N:3]=[CH:2]1.F[C:22]1[CH:27]=[CH:26][C:25]([N+:28]([O-:30])=[O:29])=[CH:24][CH:23]=1>>[N+:28]([C:25]1[CH:26]=[CH:27][C:22]([N:1]2[CH:5]=[C:4]([C:6]3[C:7]([C:15]4[CH:16]=[CH:17][CH:18]=[CH:19][CH:20]=4)=[N:8][O:9][C:10]=3[C:11]([F:14])([F:12])[F:13])[N:3]=[CH:2]2)=[CH:23][CH:24]=1)([O-:30])=[O:29]. Procedure details: As described for Example 3, 4-(1H-imidazol-4-yl)-3-phenyl-5-trifluoromethyl-isoxazole (70 mg, 0.25 mmol) was converted, using 4-fluoronitrobenzene instead of 4-fluoroacetophenone, to the title compound (12 mg, 12%) which was obtained as a yellow solid. MS: m/e=401.0 [M+H]+.